From a dataset of the Open Reaction Database (ORD), a public repository of structured organic reaction records. describe an organic reaction: reactants, conditions, products, and yield The reactants are Cl (HCl), C1(=C(C(=C(C(=C1F)F)F)N)F)N.Cl.Cl (dihydrochloride), COC=1C=C(C=C(C1OC)OC)C(CC(CC1=NC=CC=C1)NC([C@H]1NCCC1)=O)=O (L-proline, 1-[2-(3,4,5-trimethoxyphenyl)-2-oxoethyl] 2-(pyrid-2-yl)ethylamide). The solvent is CCOCC (Et2O). Yields the product Cl.Cl.COC=1C=C(C=C(C1OC)OC)C(CC(CC1=NC=CC=C1)NC([C@H]1NCCC1)=O)=O (L-Proline, 1-[2-(3,4,5-Trimethoxyphenyl)-2-Oxoethyl] 2-(Pyrid-2-yl)ethylamide Dihydrochloride). RXN SMILES: [ClH:1].C1(N)C(F)=C(F)C(F)=C(N)C=1F.Cl.Cl.[CH3:16][O:17][C:18]1[CH:19]=[C:20]([C:28](=[O:46])[CH2:29][CH:30]([NH:38][C:39](=[O:45])[C@@H:40]2[CH2:44][CH2:43][CH2:42][NH:41]2)[CH2:31][C:32]2[CH:37]=[CH:36][CH:35]=[CH:34][N:33]=2)[CH:21]=[C:22]([O:26][CH3:27])[C:23]=1[O:24][CH3:25]>CCOCC>[ClH:1].[ClH:1].[CH3:27][O:26][C:22]1[CH:21]=[C:20]([C:28](=[O:46])[CH2:29][CH:30]([NH:38][C:39](=[O:45])[C@@H:40]2[CH2:44][CH2:43][CH2:42][NH:41]2)[CH2:31][C:32]2[CH:37]=[CH:36][CH:35]=[CH:34][N:33]=2)[CH:19]=[C:18]([O:17][CH3:16])[C:23]=1[O:24][CH3:25] |f:1.2.3,6.7.8|. Reported procedure: Following the procedure described in Example 120, the coupling of N-[2-(3,4,5-trimethoxyphenyl)-2-oxoethyl] -L-proline hydrochloride (300 mg, 0.83 mmol) and 2(2-aminoethyl)pyridine (0.4 mL, 2.5 mmol ) provided, after treatment with HCl in Et2O, 193 mg of the dihydrochloride salt of L-proline, 1-[2-(3,4,5-trimethoxyphenyl)-2-oxoethyl] 2-(pyrid-2-yl)ethylamide as a powder.